From a dataset of the Open Reaction Database (ORD), a public repository of structured organic reaction records. describe an organic reaction: reactants, conditions, products, and yield Starting materials: O=C1OCCN1CCCl, CCCCN, O. Product: CCCCN1CCN(CCO)C1=O. As a reaction SMILES: [Cl:1][CH2:2][CH2:3][N:4]1[C:5](=[O:9])[O:6][CH2:7][CH2:8]1.[NH2:10][CH2:11][CH2:12][CH2:13][CH3:14].[OH2:15]>>[CH2:2]1[CH2:3][N:4]([CH2:8][CH2:7][OH:6])[C:5](=[O:9])[N:10]1[CH2:11][CH2:12][CH2:13][CH3:14]. The reactants are CN(C)C=O, CCO, CCOC(C)=O, [Cl-], O=C(Nc1cc(Oc2ccc([N+](=O)[O-])cc2F)ccn1)N1CCOCC1, [Fe], [NH4+], O. Product: Nc1ccc(Oc2ccnc(NC(=O)N3CCOCC3)c2)c(F)c1. As a reaction SMILES: [CH3:29][N:30]([CH3:31])[CH:32]=[O:33].[CH3:34][CH2:35][OH:36].[CH3:39][CH2:40][O:41][C:42](=[O:43])[CH3:44].[Cl-:27].[F:1][c:2]1[c:3]([O:4][c:5]2[cH:6][c:7]([NH:11][C:12](=[O:13])[N:14]3[CH2:15][CH2:16][O:17][CH2:18][CH2:19]3)[n:8][cH:9][cH:10]2)[cH:20][cH:21][c:22]([N+:24]([O-:25])=[O:26])[cH:23]1.[Fe:37].[NH4+:28].[OH2:38]>>[F:1][c:2]1[c:3]([O:4][c:5]2[cH:6][c:7]([NH:11][C:12](=[O:13])[N:14]3[CH2:15][CH2:16][O:17][CH2:18][CH2:19]3)[n:8][cH:9][cH:10]2)[cH:20][cH:21][c:22]([NH2:24])[cH:23]1. Reactants: S1C(=NC=C1)N (thiazol-2-amine), C[Si](C)(C)CCOCCl (SEM-Cl), CC(C)([O-])C.[Li+] (Lithium tert-butoxide), ClC1=NC=CC2=CC(=CC=C12)S(=O)(=O)OC1=C(C(=C(C(=C1F)F)F)F)F (perfluorophenyl 1-chloroisoquinoline-6-sulfonate). Solvent: CC#N (MeCN), O (water). Reaction conditions: time 30 minute. Product: ClC1=NC=CC2=CC(=CC=C12)S(=O)(=O)N(COCC[Si](C)(C)C)C=1SC=CN1 (1-chloro-N-(thiazol-2-yl)-N-((2-(trimethylsilyl)ethoxy)methyl)isoquinoline-6-sulfonamide). Isolated yield 39.5%. As a reaction SMILES: [S:1]1[CH:5]=[CH:4][N:3]=[C:2]1[NH2:6].[CH3:7][Si:8]([CH2:11][CH2:12][O:13][CH2:14]Cl)([CH3:10])[CH3:9].[Cl:16][C:17]1[C:26]2[C:21](=[CH:22][C:23]([S:27](OC3C(F)=C(F)C(F)=C(F)C=3F)(=[O:29])=[O:28])=[CH:24][CH:25]=2)[CH:20]=[CH:19][N:18]=1.CC(C)([O-])C.[Li+]>CC#N.O>[Cl:16][C:17]1[C:26]2[C:21](=[CH:22][C:23]([S:27]([N:6]([C:2]3[S:1][CH:5]=[CH:4][N:3]=3)[CH2:14][O:13][CH2:12][CH2:11][Si:8]([CH3:7])([CH3:9])[CH3:10])(=[O:29])=[O:28])=[CH:24][CH:25]=2)[CH:20]=[CH:19][N:18]=1 |f:3.4|. Procedure: A solution of thiazol-2-amine (0.134 g, 1.342 mmol) in 3 mL MeCN was treated with SEM-Cl (0.238 ml, 1.342 mmol) and was allowed to stir at room temperature for 30 minutes. LC/MS showed mostly product, so the reaction mixture was treated with perfluorophenyl 1-chloroisoquinoline-6-sulfonate (See, Example 73, Step 1; 0.500 g, 1.220 mmol) and was cooled to −10° C. Lithium tert-butoxide (1N in THF) (2.441 ml, 2.441 mmol) was added, and the reaction mixture was allowed to warm to room temperature ove... Starting materials: CN(C)C=O, CC(C)OC(=O)N1CCC(n2ncc3c(Cl)ncnc32)CC1, CC(C)c1noc(C2CCC(n3ncc4c(Oc5ccc(S(C)(=O)=O)cc5F)ncnc43)CC2)n1, CS(=O)(=O)c1ccc(O)cc1F. The product is CC(C)OC(=O)N1CCC(n2ncc3c(Oc4ccc(S(C)(=O)=O)c(F)c4)ncnc32)CC1. RXN SMILES: [CH3:70][N:71]([CH3:72])[CH:73]=[O:74].[CH:36]([CH3:37])([CH3:38])[O:39][C:40](=[O:41])[N:42]1[CH2:43][CH2:44][CH:45]([n:48]2[n:49][cH:50][c:51]3[c:52]2[n:53][cH:54][n:55][c:56]3[Cl:57])[CH2:46][CH2:47]1.[F:1][c:2]1[cH:3][c:4]([S:5]([CH3:6])(=[O:7])=[O:8])[cH:9][cH:10][c:11]1[O:12][c:13]1[n:14][cH:15][n:16][c:17]2[n:18]([CH:19]3[CH2:20][CH2:21][CH:22]([c:23]4[o:24][n:25][c:26]([CH:27]([CH3:28])[CH3:29])[n:30]4)[CH2:31][CH2:32]3)[n:33][cH:34][c:35]12.[F:58][c:59]1[cH:60][c:61]([OH:69])[cH:62][cH:63][c:64]1[S:65](=[O:66])(=[O:67])[CH3:68]>>[CH:36]([CH3:37])([CH3:38])[O:39][C:40](=[O:41])[N:42]1[CH2:43][CH2:44][CH:45]([n:48]2[n:49][cH:50][c:51]3[c:52]2[n:53][cH:54][n:55][c:56]3[O:69][c:61]2[cH:60][c:59]([F:58])[c:64]([S:65](=[O:66])(=[O:67])[CH3:68])[cH:63][cH:62]2)[CH2:46][CH2:47]1. Starting materials: CC(C)([O-])C.[K+] (potassium tert-butoxide), CC(C)([O-])C.[K+].CN1C(CCC1)=O (potassium tert-butoxide NMP), COC=1C=C2C=CNC2=CC1 (5-methoxyindole), NOS(=O)(=O)O.CN1C(CCC1)=O (HOSA NMP), CC(C)([O-])C.[K+].CN1C(CCC1)=O (potassium tert-butoxide NMP). The solvent is CN1C(CCC1)=O (N-methylpyrrolidinone), CN1C(CCC1)=O (NMP), CN1C(CCC1)=O (NMP). Reaction conditions: time 86 minute. Product: NOS(=O)(=O)O (hydroxylamine-O-sulfonic acid), COC=1C=C2C=CN(C2=CC1)N (5-methoxy-1H-indol-1-amine). Isolated yield 87.0%. RXN SMILES: CC(C)([O-])C.[K+].[CH3:7][O:8][C:9]1[CH:10]=[C:11]2[C:15](=[CH:16][CH:17]=1)[NH:14][CH:13]=[CH:12]2.CC(C)([O-])C.[K+].C[N:25]1CCCC1=O.[NH2:31][O:32][S:33]([OH:36])(=[O:35])=[O:34].CN1CCCC1=O>CN1CCCC1=O>[NH2:31][O:32][S:33]([OH:36])(=[O:35])=[O:34].[CH3:7][O:8][C:9]1[CH:10]=[C:11]2[C:15](=[CH:16][CH:17]=1)[N:14]([NH2:25])[CH:13]=[CH:12]2 |f:0.1,3.4.5,6.7|. Procedure: A solution of 10.0 g (9.7 g corrected for 97% purity) of hydroxylamine-O-sulfonic acid (HOSA) in 33.7 g of N-methylpyrrolidinone (NMP) is prepared and chilled to 0–5° C. A second solution is prepared from 20.1 g (19.1 g corrected for 95% purity) of potassium tert-butoxide and 34.4 g of NMP. An amination vessel is charged with 5.9 g of 5-methoxyindole, 17.8 g of NMP and an initial charge of 0.7 g of the potassium tert-butoxide/NMP solution. The HOSA/NMP solution and the remaining potassium tert-b... The reactants are Cl.N1(N=NC=C1)C1CNCC1 (3-(1,2,3-triazol-1-yl)pyrrolidinehydrochloride), C1CCC2=NCCCN2CC1 (DBU), FCCN1C=C(C(C2=CC(=C(C(=C12)F)F)F)=O)C(=O)O (1-(2-fluoroethyl)-6,7,8-trifluoro-1,4-dihydro-4-oxoquinoline-3-carboxylic acid). The solvent is C(C)#N (acetonitrile). The product is FC=1C=C2C(C(=CN(C2=C(C1N1CC(CC1)N1N=NC=C1)F)CCF)C(=O)O)=O (6,8-Difluoro-1-(2-fluoroethyl)-7-[3-(1,2,3-triazol-1-yl) pyrrolidin-1-yl]-1,4-dihydro-4-oxoquinoline-3-carboxylic acid). Yield: 34.4%. RXN SMILES: Cl.[N:2]1([CH:7]2[CH2:11][CH2:10][NH:9][CH2:8]2)[CH:6]=[CH:5][N:4]=[N:3]1.C1CCN2C(=NCCC2)CC1.[F:23][CH2:24][CH2:25][N:26]1[C:35]2[C:30](=[CH:31][C:32]([F:38])=[C:33](F)[C:34]=2[F:36])[C:29](=[O:39])[C:28]([C:40]([OH:42])=[O:41])=[CH:27]1>C(#N)C>[F:38][C:32]1[CH:31]=[C:30]2[C:35](=[C:34]([F:36])[C:33]=1[N:9]1[CH2:10][CH2:11][CH:7]([N:2]3[CH:6]=[CH:5][N:4]=[N:3]3)[CH2:8]1)[N:26]([CH2:25][CH2:24][F:23])[CH:27]=[C:28]([C:40]([OH:42])=[O:41])[C:29]2=[O:39] |f:0.1|. Procedure: 3-(1,2,3-triazol-1-yl)pyrrolidinehydrochloride (87 mg) and DBU (76 mg) were added to a suspension of 1-(2-fluoroethyl)-6,7,8-trifluoro-1,4-dihydro-4-oxoquinoline-3-carboxylic acid (72 mg, 0.25 mmol) in acetonitrile (5 ml). The reaction mixture was refluxed for 21 hrs, concentrated and the residue was diluted with water. The separated solid was filtered, washed with water and acetonitrile to give 35 mg of the title product. m.p. 240°-243° C. (dec). 1H NMR (TFA) δ: 9.76 (s, 1H), 9.08 (s, 1H), 8.73...